Dataset: the Open Reaction Database (ORD), a public repository of structured organic reaction records. Task: describe an organic reaction: reactants, conditions, products, and yield Starting materials: FC1=CC=C(C(C2=CC=C(C=C2)F)O)C=C1 (4,4'-difluorobenzhydrol), C(C)(C)NS(=O)(=O)C=1NC2=CC=CC=C2C1 (N-isopropylindole-2-sulfonamide). Product: C(C)(C)NS(=O)(=O)C=1NC2=CC=CC=C2C1C(C1=CC=C(C=C1)F)C1=CC=C(C=C1)F (N-Isopropyl-3-[bis(4-fluorophenyl)methyl]indole-2-sulfonamide). Yield: 79.4%. As a reaction SMILES: [F:1][C:2]1[CH:16]=[CH:15][C:5]([CH:6](O)[C:7]2[CH:12]=[CH:11][C:10]([F:13])=[CH:9][CH:8]=2)=[CH:4][CH:3]=1.[CH:17]([NH:20][S:21]([C:24]1[NH:25][C:26]2[C:31]([CH:32]=1)=[CH:30][CH:29]=[CH:28][CH:27]=2)(=[O:23])=[O:22])([CH3:19])[CH3:18]>>[CH:17]([NH:20][S:21]([C:24]1[NH:25][C:26]2[C:31]([C:32]=1[CH:6]([C:7]1[CH:12]=[CH:11][C:10]([F:13])=[CH:9][CH:8]=1)[C:5]1[CH:15]=[CH:16][C:2]([F:1])=[CH:3][CH:4]=1)=[CH:30][CH:29]=[CH:28][CH:27]=2)(=[O:23])=[O:22])([CH3:19])[CH3:18]. Procedure details: Substantially the same procedure as in Example 266 was repeated using 4,4'-difluorobenzhydrol (0.99 g, 4.50 mmol) and N-isopropylindole-2-sulfonamide (1.00 g, 4.46 mmol) to give 1.56 g (yield: 80%) of the title compound. Reactants: O=C([O-])[O-], CC#N, Cn1ccc2c1C(=O)CCN(CCCCl)S2(=O)=O, Fc1ccc(N2CCNCC2)cc1, [I-], [K+], [K+], [Na+]. The product is Cn1ccc2c1C(=O)CCN(CCCN1CCN(c3ccc(F)cc3)CC1)S2(=O)=O. As a reaction SMILES: [C:32](=[O:33])([O-:34])[O-:35].[CH3:40][C:41]#[N:42].[Cl:1][CH2:2][CH2:3][CH2:4][N:5]1[S:6](=[O:17])(=[O:18])[c:7]2[c:8]([n:13]([CH3:16])[cH:14][cH:15]2)[C:9](=[O:12])[CH2:10][CH2:11]1.[F:19][c:20]1[cH:21][cH:22][c:23]([N:26]2[CH2:27][CH2:28][NH:29][CH2:30][CH2:31]2)[cH:24][cH:25]1.[I-:39].[K+:36].[K+:37].[Na+:38]>>[CH2:2]([CH2:3][CH2:4][N:5]1[S:6](=[O:17])(=[O:18])[c:7]2[c:8]([n:13]([CH3:16])[cH:14][cH:15]2)[C:9](=[O:12])[CH2:10][CH2:11]1)[N:29]1[CH2:28][CH2:27][N:26]([c:23]2[cH:22][cH:21][c:20]([F:19])[cH:25][cH:24]2)[CH2:31][CH2:30]1. The reactants are C(O)([O-])=O.[Na+] (sodium hydrogencarbonate), IC=1C=CC=2N(N1)C=C(N2)NC(=O)C2CC2 (N-(6-iodoimidazo[1,2-b]pyridazin-2-yl)cyclopropanecarboxamide), NC=1C=C(C=CC1)NC(=O)C1=CC(=NN1C)C (N-(3-aminophenyl)-1,3-dimethyl-1H-pyrazole-5-carboxamide), C1(CCCCC1)P(C1=C(C=CC=C1)C1=C(C=C(C=C1C(C)C)C(C)C)C(C)C)C1CCCCC1 (2-dicyclohexylphosphino-2′,4′,6′-tri-isopropyl-1,1′-biphenyl), CC(C)([O-])C.[K+] (potassium tert-butoxide). Reagents/catalysts: C=1C=CC(=CC1)/C=C/C(=O)/C=C/C2=CC=CC=C2.C=1C=CC(=CC1)/C=C/C(=O)/C=C/C2=CC=CC=C2.C=1C=CC(=CC1)/C=C/C(=O)/C=C/C2=CC=CC=C2.[Pd].[Pd] (tris(dibenzylideneacetone)dipalladium). Solvent: C(C)(=O)OCC.O1CCCC1 (Ethyl acetate tetrahydrofuran), C(C)(C)(C)O (tert-butanol). Product: C1(CC1)C(=O)NC=1N=C2N(N=C(C=C2)NC=2C=C(C=CC2)NC(=O)C2=CC(=NN2C)C)C1 (N-[3-({2-[(cyclopropylcarbonyl)amino]imidazo[1,2-b]pyridazin-6-yl}amino)phenyl]-1,3-dimethyl-1H-pyrazole-5-carboxamide). Yield: 8.6%. RXN SMILES: I[C:2]1[CH:3]=[CH:4][C:5]2[N:6]([CH:8]=[C:9]([NH:11][C:12]([CH:14]3[CH2:16][CH2:15]3)=[O:13])[N:10]=2)[N:7]=1.[NH2:17][C:18]1[CH:19]=[C:20]([NH:24][C:25]([C:27]2[N:31]([CH3:32])[N:30]=[C:29]([CH3:33])[CH:28]=2)=[O:26])[CH:21]=[CH:22][CH:23]=1.C1(P(C2CCCCC2)C2C=CC=CC=2C2C(C(C)C)=CC(C(C)C)=CC=2C(C)C)CCCCC1.CC(C)([O-])C.[K+].C(=O)([O-])O.[Na+]>C1C=CC(/C=C/C(/C=C/C2C=CC=CC=2)=O)=CC=1.C1C=CC(/C=C/C(/C=C/C2C=CC=CC=2)=O)=CC=1.C1C=CC(/C=C/C(/C=C/C2C=CC=CC=2)=O)=CC=1.[Pd].[Pd].C(OCC)(=O)C.O1CCCC1.C(O)(C)(C)C>[CH:14]1([C:12]([NH:11][C:9]2[N:10]=[C:5]3[CH:4]=[CH:3][C:2]([NH:17][C:18]4[CH:19]=[C:20]([NH:24][C:25]([C:27]5[N:31]([CH3:32])[N:30]=[C:29]([CH3:33])[CH:28]=5)=[O:26])[CH:21]=[CH:22][CH:23]=4)=[N:7][N:6]3[CH:8]=2)=[O:13])[CH2:16][CH2:15]1 |f:3.4,5.6,7.8.9.10.11,12.13|. Reported procedure: A mixture of N-(6-iodoimidazo[1,2-b]pyridazin-2-yl)cyclopropanecarboxamide (330 mg, 1.0 mmol), N-(3-aminophenyl)-1,3-dimethyl-1H-pyrazole-5-carboxamide (280 mg, 1.2 mmol), tris(dibenzylideneacetone)dipalladium (0) (46 mg, 0.050 mmol), 2-dicyclohexylphosphino-2′,4′,6′-tri-isopropyl-1,1′-biphenyl (48 mg, 0.10 mmol), potassium tert-butoxide (170 mg, 1.5 mmol) and tert-butanol was heated under reflux for 2 days. Ethyl acetate/tetrahydrofuran and saturated aqueous sodium hydrogencarbonate solution we... Reactants: COC1=C(C=CC(=C1)CNCCCNCCCCNCCCNCC2=CC(=C(C=C2)O)OC)O.C(C1=CC=CC=C1)OC1CCC2N1C1=CC(=CC=C1C(C2)(O)CC#N)C(C(CCCCC)C)C (dl-6 benzyloxy-5-cyanomethyl-5-hydroxy-8-(1,2-dimethylheptyl)-2,3,3a,4-tetrahydro-1H-pyrrolo[1,2-a]quinoline), CS(=O)(=O)O (methanesulfonic acid), [OH-].[Na+] (sodium hydroxide). Run in O1CCCC1 (tetrahydrofuran). Run at time 16 hour. Product: COC1=C(C=CC(=C1)CNCCCNCCCCNCCCNCC2=CC(=C(C=C2)O)OC)O.C(C1=CC=CC=C1)OC1CCC2N1C1=CC(=CC=C1C(C2)=CC#N)C(CCCCCC)(C)C (dl-6 Benzyloxy-5-cyanomethylene-8-(1,1-dimethylheptyl)-1,2,3,3a-tetrahydro-4H-pyrrolo[1,2-a]quinoline). As a reaction SMILES: [CH3:1][O:2][C:3]1[CH:8]=[C:7]([CH2:9][NH:10][CH2:11][CH2:12][CH2:13][NH:14][CH2:15][CH2:16][CH2:17][CH2:18][NH:19][CH2:20][CH2:21][CH2:22][NH:23][CH2:24][C:25]2[CH:30]=[CH:29][C:28]([OH:31])=[C:27]([O:32][CH3:33])[CH:26]=2)[CH:6]=[CH:5][C:4]=1[OH:34].[CH2:35]([O:42][CH:43]1[N:47]2[C:48]3[C:53]([C:54]([CH2:57][C:58]#[N:59])(O)[CH2:55][CH:46]2[CH2:45][CH2:44]1)=[CH:52][CH:51]=[C:50]([CH:60]([CH3:68])[CH:61](C)CCCCC)[CH:49]=3)[C:36]1[CH:41]=[CH:40][CH:39]=[CH:38][CH:37]=1.CS(O)(=O)=O.[OH-].[Na+]>O1CCCC1>[CH3:33][O:32][C:27]1[CH:26]=[C:25]([CH2:24][NH:23][CH2:22][CH2:21][CH2:20][NH:19][CH2:18][CH2:17][CH2:16][CH2:15][NH:14][CH2:13][CH2:12][CH2:11][NH:10][CH2:9][C:7]2[CH:6]=[CH:5][C:4]([OH:34])=[C:3]([O:2][CH3:1])[CH:8]=2)[CH:30]=[CH:29][C:28]=1[OH:31].[CH2:35]([O:42][CH:43]1[N:47]2[C:48]3[C:53]([C:54](=[CH:57][C:58]#[N:59])[CH2:55][CH:46]2[CH2:45][CH2:44]1)=[CH:52][CH:51]=[C:50]([C:60]([CH3:61])([CH3:68])[CH2:7][CH2:8][CH2:3][CH2:4][CH2:5][CH3:6])[CH:49]=3)[C:36]1[CH:41]=[CH:40][CH:39]=[CH:38][CH:37]=1 |f:0.1,3.4,6.7|. Procedure: To a solution of 10.9 g. (23.7 mmole) dl-6-benzyloxy-5-cyanomethyl-5-hydroxy-8-(1,2-dimethylheptyl)-2,3,3a,4-tetrahydro-1H-pyrrolo[1,2-a]quinoline in 250 ml. dry tetrahydrofuran is added a few grams of molecular sieves and 2.30 g. (23.9 mmole) methanesulfonic acid. The mixture is stirred for 16 hours at room temperature, made alkaline with sodium hydroxide solution, washed with water, the organic layer dried (MgSO4) and the solvent evaporated in vacuo to afford the crude product which was used i... The reactants are NC=1C=NC=CC1N (3,4-Diaminopyridine), polyphosphoric acid, C1(CCC1)C(=O)O (cyclobutanecarboxylic acid), N (ammonia). Conditions: temperature 110 celsius. The product is C1(CCC1)C=1NC2=C(C=NC=C2)N1 (2-cyclobutyl-1H-imidazo[4,5-c]pyridine). Yield: 72.2%. As a reaction SMILES: [NH2:1][C:2]1[CH:3]=[N:4][CH:5]=[CH:6][C:7]=1[NH2:8].[CH:9]1([C:13](O)=O)[CH2:12][CH2:11][CH2:10]1.N>>[CH:9]1([C:13]2[NH:8][C:7]3[CH:6]=[CH:5][N:4]=[CH:3][C:2]=3[N:1]=2)[CH2:12][CH2:11][CH2:10]1. Procedure details: [step 1] 3,4-Diaminopyridine (2.0 g, 18.4 mmol) was mixed with polyphosphoric acid (20g), cyclobutanecarboxylic acid (2.63 mL, 27.5 mmol) was added, and the mixture was stirred with heating at 110° C. for 3 hr. The mixture was added dropwise to 5% aqueous ammonia solution under ice-cooling, and the mixture was extracted 3 times with chloroform. The combined organic layers were dried over anhydrous magnesium sulfate, and concentrated under reduced pressure. To the obtained residue was added ethyl... Reaction SMILES: [Br:29][N:30]1[C:31](=[O:32])[CH2:33][CH2:34][C:35]1=[O:36].[CH3:1][C:2]([C:3](=[O:4])[O:5][CH2:6][CH3:7])([CH3:8])[O:9][c:10]1[cH:11][cH:12][c:13]([CH3:16])[cH:14][cH:15]1.[CH3:37][CH2:38][O:39][C:40](=[O:41])[CH3:42].[N:17]([C:18]([CH3:19])([CH3:20])[C:21]#[N:22])=[N:23][C:24]([CH3:25])([CH3:26])[C:27]#[N:28]>>[CH3:1][C:2]([C:3](=[O:4])[O:5][CH2:6][CH3:7])([CH3:8])[O:9][c:10]1[cH:11][cH:12][c:13]([CH2:16][Br:29])[cH:14][cH:15]1. Yields the product CCOC(=O)C(C)(C)Oc1ccc(CBr)cc1. Starting materials: O=C1CCC(=O)N1Br, CCOC(=O)C(C)(C)Oc1ccc(C)cc1, CCOC(C)=O, CC(C)(C#N)N=NC(C)(C)C#N. Reactants: COC1=CC=C(CN([C@H](C(C)(O)C)C2=CC=CC=C2)CC2=CC=C(C=C2)OC)C=C1 ((S)-1-(bis(4-methoxybenzyl)amino)-2-methyl-1-phenylpropan-2-ol), [H-].[Na+] (NaH), CI (MeI). Solvent: C1CCOC1 (THF), C1CCOC1 (THF). Reaction conditions: time 15 minute. The product is COC([C@@H](N(CC1=CC=C(C=C1)OC)CC1=CC=C(C=C1)OC)C1=CC=CC=C1)(C)C ((S)-2-methoxy-N,N-bis(4-methoxybenzyl)-2-methyl-1-phenylpropan-1-amine). Reaction SMILES: [H-].[Na+].[CH3:3][O:4][C:5]1[CH:32]=[CH:31][C:8]([CH2:9][N:10]([CH2:22][C:23]2[CH:28]=[CH:27][C:26]([O:29][CH3:30])=[CH:25][CH:24]=2)[C@@H:11]([C:16]2[CH:21]=[CH:20][CH:19]=[CH:18][CH:17]=2)[C:12]([CH3:15])([OH:14])[CH3:13])=[CH:7][CH:6]=1.[CH3:33]I>C1COCC1>[CH3:33][O:14][C:12]([CH3:15])([CH3:13])[C@H:11]([C:16]1[CH:21]=[CH:20][CH:19]=[CH:18][CH:17]=1)[N:10]([CH2:9][C:8]1[CH:7]=[CH:6][C:5]([O:4][CH3:3])=[CH:32][CH:31]=1)[CH2:22][C:23]1[CH:24]=[CH:25][C:26]([O:29][CH3:30])=[CH:27][CH:28]=1 |f:0.1|. Reported procedure: At 0° C., to a suspension of NaH (0.13 g, 2.96 mmol) in anhydrous THF (5 mL), was added a solution of (S)-1-(bis(4-methoxybenzyl)amino)-2-methyl-1-phenylpropan-2-ol 4 (1.0 g, 2.47 mmol) in anhydrous THF (10 mL). After 15 min, MeI (0.55 g, 3.71 mmol) was added and the contents were heated to reflux. After 8 h, the reaction was brought back to ambient temperature, quenched carefully with ice cold H2O (10 mL), and the organic contents were extracted with EtOAc (3×25 mL). The combined organic extrac...